From a dataset of the Open Reaction Database (ORD), a public repository of structured organic reaction records. describe an organic reaction: reactants, conditions, products, and yield The reactants are C(C)OP(OCC)O (phosphorous acid diethyl ester), Cl (hydrochloric acid), BrC1=C(C=CC(=C1)[N+](=O)[O-])N=NC1=C(C=CC2=CC(=CC=C12)S(=O)(=O)[O-])O.[Na+] (sodium 1-(2'-bromo-4'-nitrophenylazo)-2-hydroxy-6-naphthylsulphonate), copper sulphate 5-hydrate. Run in O (water), O (water). Run at time 1 hour. The product is 23, [N+](=O)([O-])C=1C=CC(=C(C1)P(OCC)(OCC)=O)N=NC1=C(C=CC2=CC(=CC=C12)S(=O)(=O)O)O (diethyl 5-nitro-2-[2'-hydroxy-6'-sulphonaphthylazo]-phenylphosphonate). As a reaction SMILES: Br[C:2]1[CH:7]=[C:6]([N+:8]([O-:10])=[O:9])[CH:5]=[CH:4][C:3]=1[N:11]=[N:12][C:13]1[C:22]2[C:17](=[CH:18][C:19]([S:23]([O-:26])(=[O:25])=[O:24])=[CH:20][CH:21]=2)[CH:16]=[CH:15][C:14]=1[OH:27].[Na+].[CH2:29]([O:31][P:32]([OH:36])[O:33][CH2:34][CH3:35])[CH3:30].Cl>O>[N+:8]([C:6]1[CH:5]=[CH:4][C:3]([N:11]=[N:12][C:13]2[C:22]3[C:17](=[CH:18][C:19]([S:23]([OH:26])(=[O:25])=[O:24])=[CH:20][CH:21]=3)[CH:16]=[CH:15][C:14]=2[OH:27])=[C:2]([P:32](=[O:36])([O:33][CH2:34][CH3:35])[O:31][CH2:29][CH3:30])[CH:7]=1)([O-:10])=[O:9] |f:0.1|. Procedure details: 27 parts of sodium 1-(2'-bromo-4'-nitrophenylazo)-2-hydroxy-6-naphthylsulphonate are stirred with 130 ml of water, and 20 parts of copper sulphate 5-hydrate in 70 parts of water are added. The pH value is adjusted to 7-8 and the mixture is stirred for one hour. Thereafter, 35 parts of phosphorous acid diethyl ester are added dropwise at pH 8. The mixture is subsequently stirred at room temperature for 4 hours and acidified with hydrochloric acid. The precipitate is filtered off, washed and dried... The reactants are ClC1=NN=CC2=C(C=C(C=C12)OC)OC (1-chloro-5,7-dimethoxyphthalazine), NC1CCN(CC1)CC1=CC=CC=C1 (4-amino-1-benzylpiperidine). Yields the product C(C1=CC=CC=C1)N1CCC(CC1)NC1=NN=CC2=C(C=C(C=C12)OC)OC (N-(1-benzylpiperidin-4-yl)-5,7-dimethoxyphthalazin-1-amine). Reaction SMILES: Cl[C:2]1[C:11]2[C:6](=[C:7]([O:14][CH3:15])[CH:8]=[C:9]([O:12][CH3:13])[CH:10]=2)[CH:5]=[N:4][N:3]=1.[NH2:16][CH:17]1[CH2:22][CH2:21][N:20]([CH2:23][C:24]2[CH:29]=[CH:28][CH:27]=[CH:26][CH:25]=2)[CH2:19][CH2:18]1>>[CH2:23]([N:20]1[CH2:21][CH2:22][CH:17]([NH:16][C:2]2[C:11]3[C:6](=[C:7]([O:14][CH3:15])[CH:8]=[C:9]([O:12][CH3:13])[CH:10]=3)[CH:5]=[N:4][N:3]=2)[CH2:18][CH2:19]1)[C:24]1[CH:25]=[CH:26][CH:27]=[CH:28][CH:29]=1. Procedure: This compound is obtained according to the procedure described in 2.4 by reacting 1-chloro-5,7-dimethoxyphthalazine with 4-amino-1-benzylpiperidine. Starting materials: [Mg] (magnesium), Cl (HCl), BrC(C)CC (2-bromo-butane), BrC1=CC=C(C=O)C=C1 (4-bromo-benzaldehyde). The solvent is C1CCOC1 (THF), C1CCOC1 (THF), O (water). Conditions: time 5 minute. Yields the product OC(C(CC)C)C1=CC=C(C=C1)Br (4-(1-Hydroxy-2-methyl-butyl)-1-bromo-benzene). The yield is 28.4%. RXN SMILES: Br[CH:2]([CH2:4][CH3:5])[CH3:3].[Mg].[Br:7][C:8]1[CH:15]=[CH:14][C:11]([CH:12]=[O:13])=[CH:10][CH:9]=1.Cl>C1COCC1.O>[OH:13][CH:12]([C:11]1[CH:14]=[CH:15][C:8]([Br:7])=[CH:9][CH:10]=1)[CH:2]([CH3:3])[CH2:4][CH3:5]. Procedure: Add slowly a solution of 2-bromo-butane (4.8 g, 35 mmol) in anhydrous THF (20 mL) to a stirring mixture of magnesium (980 mg, 37 mmol) and anhydrous THF (10 mL) under a nitrogen atmosphere. Heat the mixture at reflux for 30 min. Cool the mixture to room temperature and add 4-bromo-benzaldehyde (5.36 g, 29 mmol). After stirring for 5 min, cool the mixture in an ice-bath and acidify with 3N aqueous HCl (50 mL). Dilute the mixture with water and extract twice with diethyl ether. Wash the combined o... Reagents/catalysts: [Pt] (platinum-on-carbon). Starting materials: CC1(NC(CC(C1)=O)(C)C)C (2,2,6,6-tetramethyl-4-piperidone), NCCCCCCN (hexamethylenediamine), [H][H] (hydrogen). Product: CC1(NC(CC(C1)NCCCCCCNC1CC(NC(C1)(C)C)(C)C)(C)C)C (N,N'-bis (2,2,6,6-tetramethyl-4-piperidyl)hexamethylenediamine). Procedure: After 1,047 parts of 2,2,6,6-tetramethyl-4-piperidone, 373 parts of hexamethylenediamine, 2,260 parts of methanol and 5.5 parts of 5% platinum-on-carbon catalyst were charged into an autoclave, the temperature of the mixture was gradually elevated from 30° C. and the mixture was subjected to hydrogenation at a hydrogen pressure of 5 kg/cm2 while the temperature was kept at 60°-70° C. It took 8 hours to complete the hydrogenation. The resultant mixture was filtered at about 50°-60° C. to remove t... Conditions: time 8 hour. Run in CO (methanol). As a reaction SMILES: [CH3:1][C:2]1([CH3:11])[CH2:7][C:6](=O)[CH2:5][C:4]([CH3:10])([CH3:9])[NH:3]1.[NH2:12][CH2:13][CH2:14][CH2:15][CH2:16][CH2:17][CH2:18][NH2:19].[H][H]>[Pt].CO>[CH3:1][C:2]1([CH3:11])[CH2:7][CH:6]([NH:12][CH2:13][CH2:14][CH2:15][CH2:16][CH2:17][CH2:18][NH:19][CH:6]2[CH2:5][C:4]([CH3:10])([CH3:9])[NH:3][C:2]([CH3:11])([CH3:1])[CH2:7]2)[CH2:5][C:4]([CH3:10])([CH3:9])[NH:3]1. The reactants are O=C(CCc1cccc(OCc2ccccc2)c1)OCc1ccccc1, C1CCOC1, CO, [Li+], [OH-]. Product: O=C(O)CCc1cccc(OCc2ccccc2)c1. RXN SMILES: [CH2:1]([c:2]1[cH:3][cH:4][cH:5][cH:6][cH:7]1)[O:8][C:9]([CH2:10][CH2:11][c:12]1[cH:13][c:14]([O:18][CH2:19][c:20]2[cH:21][cH:22][cH:23][cH:24][cH:25]2)[cH:15][cH:16][cH:17]1)=[O:26].[CH2:29]1[O:30][CH2:31][CH2:32][CH2:33]1.[CH3:34][OH:35].[Li+:28].[OH-:27]>>[O:8]=[C:9]([CH2:10][CH2:11][c:12]1[cH:13][c:14]([O:18][CH2:19][c:20]2[cH:21][cH:22][cH:23][cH:24][cH:25]2)[cH:15][cH:16][cH:17]1)[OH:26]. The reactants are OC1=C(C=C(C=C1)/C=C/CN1CCC(CC1)C1=CC=C(C=C1)OC1=CC=CC=C1)OC ((E)-1-[3-(4-hydroxy-3-methoxyphenyl)-2-propenyl]-4-(4-phenoxyphenyl)piperidine), FC1=CC=C(C=C1)OCCBr (2-(4-fluorophenyl)oxyethyl bromide). Yields the product FC1=CC=C(C=C1)OCCN1CCC(CC1)C1=CC=C(C=C1)OC1=CC=CC=C1 (1-[2-(4-fluorophenyl)oxyethyl]-4-(4-phenoxyphenyl)piperidine). RXN SMILES: OC1C=CC(/C=C/[CH2:10][N:11]2[CH2:16][CH2:15][CH:14]([C:17]3[CH:22]=[CH:21][C:20]([O:23][C:24]4[CH:29]=[CH:28][CH:27]=[CH:26][CH:25]=4)=[CH:19][CH:18]=3)[CH2:13][CH2:12]2)=CC=1OC.[F:32][C:33]1[CH:38]=[CH:37][C:36]([O:39][CH2:40]CBr)=[CH:35][CH:34]=1>>[F:32][C:33]1[CH:38]=[CH:37][C:36]([O:39][CH2:40][CH2:10][N:11]2[CH2:16][CH2:15][CH:14]([C:17]3[CH:18]=[CH:19][C:20]([O:23][C:24]4[CH:29]=[CH:28][CH:27]=[CH:26][CH:25]=4)=[CH:21][CH:22]=3)[CH2:13][CH2:12]2)=[CH:35][CH:34]=1. Procedure details: The same procedure was followed as in Example 11 using the compound (9) synthesized in Example 2 and 2-(4-fluorophenyl)oxyethyl bromide to produce the above. Reactants: C(O)([O-])=O.[Na+] (sodium hydrogen carbonate), ClC1=NC=CC(=C1)OC1=CC=CC(=N1)CO (6-[(2-chloro-4-pyridyl)oxy]-2-pyridinemethanol), S(=O)(Cl)Cl (thionyl chloride), S(=O)(Cl)Cl (thionyl chloride). Run in O (water). Conditions: time 90 minute. Product: ClCC1=NC(=CC=C1)OC1=CC(=NC=C1)Cl (2-(Chloromethyl)-6-[(2-chloro-4-pyridyl)oxy]pyridine). The yield is 97.0%. As a reaction SMILES: [Cl:1][C:2]1[CH:7]=[C:6]([O:8][C:9]2[N:14]=[C:13]([CH2:15]O)[CH:12]=[CH:11][CH:10]=2)[CH:5]=[CH:4][N:3]=1.S(Cl)([Cl:19])=O.C(=O)([O-])O.[Na+]>O>[Cl:19][CH2:15][C:13]1[CH:12]=[CH:11][CH:10]=[C:9]([O:8][C:6]2[CH:5]=[CH:4][N:3]=[C:2]([Cl:1])[CH:7]=2)[N:14]=1 |f:2.3|. Procedure details: A mixture of 6-[(2-chloro-4-pyridyl)oxy]-2-pyridinemethanol (10.2 g, 0.043 mol) and thionyl chloride (10 mL) is stirred at room temperature for 90 minutes. Excess thionyl chloride is hydrolyzed by adding water to the reaction mixture until no further reaction is observed. The reaction mixture is then neutralized with saturated sodium hydrogen carbonate solution and extracted with dichloromethane. The organic extracts are combined, dried over anhydrous magnesium sulfate, and concentrated in vacuo... Starting materials: O=C([O-])O, CCOC(=O)C1CC(O)CN1, CCOC(C)=O, O=[N+]([O-])c1ccc(F)cc1, [Na+], CN(C)C=O, O. Yields the product CCOC(=O)C1CC(O)CN1c1ccc([N+](=O)[O-])cc1. Reaction SMILES: [C:22](=[O:23])([OH:24])[O-:25].[CH2:11]([CH3:12])[O:13][C:14](=[O:15])[CH:16]1[NH:17][CH2:18][CH:19]([OH:21])[CH2:20]1.[CH3:33][CH2:34][O:35][C:36](=[O:37])[CH3:38].[F:1][c:2]1[cH:3][cH:4][c:5]([N+:8](=[O:9])[O-:10])[cH:6][cH:7]1.[Na+:26].[O:28]=[CH:29][N:30]([CH3:31])[CH3:32].[OH2:27]>>[c:2]1([N:17]2[CH:16]([C:14]([O:13][CH2:11][CH3:12])=[O:15])[CH2:20][CH:19]([OH:21])[CH2:18]2)[cH:3][cH:4][c:5]([N+:8](=[O:9])[O-:10])[cH:6][cH:7]1. The reactants are BrC1=CC=2C3=C(C=NC2C=C1)N(C(N3C=3C(=NN(C3)C)C)=O)C (8-bromo-1-(1,3-dimethyl-1H-pyrazol-4-yl)-3-methyl-1,3-dihydro-imidazo[4,5-c]quinolin-2-one), BrC1=CC=2C3=C(C=NC2C=C1)N(C(N3C=3C(=NN(C3)C)C)=O)C (8-bromo-1-(1,3-dimethyl-1H-pyrazol-4-yl)-3-methyl-1,3-dihydro-imidazo[4,5-c]quinolin-2-one), CC(C#N)(C)C=1C=NC=C(C1)B1OC(C(O1)(C)C)(C)C (2-methyl-2-[5-(4,4,5,5-tetramethyl-[1,3,2]dioxaborolan-2-yl)-pyridin-3-yl]-propionitrile). Yields the product CN1N=C(C(=C1)N1C(N(C=2C=NC=3C=CC(=CC3C21)C=2C=C(C=NC2)C(C#N)(C)C)C)=O)C (2-{5-[1-(1,3-Dimethyl-1H-pyrazol-4-yl)-3-methyl-2-oxo-2,3-dihydro-1H-imidazo[4,5-c]quinolin-8-yl]-pyridin-3-yl}-2-methyl-propionitrile). As a reaction SMILES: Br[C:2]1[CH:11]=[CH:10][C:9]2[N:8]=[CH:7][C:6]3[N:12]([CH3:23])[C:13](=[O:22])[N:14]([C:15]4[C:16]([CH3:21])=[N:17][N:18]([CH3:20])[CH:19]=4)[C:5]=3[C:4]=2[CH:3]=1.[CH3:24][C:25]([C:29]1[CH:30]=[N:31][CH:32]=[C:33](B2OC(C)(C)C(C)(C)O2)[CH:34]=1)([CH3:28])[C:26]#[N:27]>>[CH3:20][N:18]1[CH:19]=[C:15]([N:14]2[C:5]3[C:4]4[CH:3]=[C:2]([C:33]5[CH:34]=[C:29]([C:25]([CH3:28])([CH3:24])[C:26]#[N:27])[CH:30]=[N:31][CH:32]=5)[CH:11]=[CH:10][C:9]=4[N:8]=[CH:7][C:6]=3[N:12]([CH3:23])[C:13]2=[O:22])[C:16]([CH3:21])=[N:17]1. Procedure: The title compound was synthesized in a similar manner as described for Example 1.1 using 8-bromo-1-(1,3-dimethyl-1H-pyrazol-4-yl)-3-methyl-1,3-dihydro-imidazo[4,5-c]quinolin-2-one (Intermediate A) and 2-methyl-2-[5-(4,4,5,5-tetramethyl-[1,3,2]dioxaborolan-2-yl)-pyridin-3-yl]-propionitrile (Stage 220.1.1) to give the title compound as a white solid. (HPLC: tR 2.36 min (Method A); M+H=438 MS-ES; 1H-NMR (d6-DMSO, 400 MHz) 9.01 (s, 1H), 8.78-8.76 (m, 1H), 8.73-8.71 (m, 1H), 8.18-8.14 (m, 1H), 8.12 ...